Dataset: the Open Reaction Database (ORD), a public repository of structured organic reaction records. Task: describe an organic reaction: reactants, conditions, products, and yield Conditions: temperature 60 celsius. Run in CO (methanol). Yield: 92.0%. Starting materials: [BH4-].[Na+] (sodium borohydride), C(C(C)C)OC(C)O[C@@H](C(=O)OCC(C)C)C (isobutyl (R)-(+)-2-(1-isobutoxyethoxy)propionate), raw material. Reported procedure: 0.5 g (0.012 mole) of sodium borohydride was suspended in 10 ml of methanol at room temperature. Thereto was added 2.5 g (0.01 mole) of isobutyl (R)-(+)-2-(1-isobutoxyethoxy)propionate with stirring. The resulting mixture was stirred at room temperature for 6 hours but no change was seen. Therefore, the mixture was heated to 60° C. and stirred for 4 hours to give rise to a reaction. The crude reaction mixture was analyzed. As a result, the raw material remained by 7% and the main product include... Yields the product C(C(C)C)OC(C)O[C@@H](C(=O)OC)C (Methyl (R)-(+)-2-(1-Isobutoxyethoxy)propionate). RXN SMILES: [BH4-].[Na+].[CH2:3]([O:7][CH:8]([O:10][C@H:11]([CH3:19])[C:12]([O:14][CH2:15]C(C)C)=[O:13])[CH3:9])[CH:4]([CH3:6])[CH3:5]>CO>[CH2:3]([O:7][CH:8]([O:10][C@H:11]([CH3:19])[C:12]([O:14][CH3:15])=[O:13])[CH3:9])[CH:4]([CH3:6])[CH3:5] |f:0.1|. Starting materials: C12C3C=CCC3C(C=C1)C2 (tricyclo[5.2.1.02,6]deca-3,8-diene), O.O.C[N+](C)(C)[O-] (trimethylamine N-oxide dihydrate), [O-][Si](=O)[O-].[Mg+2] (Florisil), S(=O)(O)[O-].[Na+] (sodium hydrogensulfite). The reagents and catalysts are [Os](=O)(=O)(=O)=O (osmium tetroxide), [Os](=O)(=O)(=O)=O (osmium tetroxide), C(C)(=O)[O-].C(CCC)[N+](CCCC)(CCCC)CCCC (tetrabutylammonium acetate). The solvent is ClCCl (dichloromethane), N1=CC=CC=C1 (Pyridine), CC(=O)C (acetone), O (water). Reaction conditions: time 72 hour. The product is C12C3C=CCC3C(C(C1O)O)C2 (Tricyclo[5.2.1.02,6]dec-3-ene-8,9-diol). Yield: 19.6%. Reaction SMILES: [CH:1]12[CH2:10][CH:7]([CH:8]=[CH:9]1)[CH:6]1[CH:2]2[CH:3]=[CH:4][CH2:5]1.[OH2:11].[OH2:12].C[N+]([O-])(C)C.[O-][Si]([O-])=O.[Mg+2].S([O-])(O)=O.[Na+]>ClCCl.C([O-])(=O)C.C([N+](CCCC)(CCCC)CCCC)CCC.[Os](=O)(=O)(=O)=O.N1C=CC=CC=1.CC(C)=O.O>[CH:1]12[CH2:10][CH:7]([CH:8]([OH:12])[CH:9]1[OH:11])[CH:6]1[CH:2]2[CH:3]=[CH:4][CH2:5]1 |f:1.2.3,4.5,6.7,9.10|. Procedure: A slurry of tricyclo[5.2.1.02,6]deca-3,8-diene (26.5 g, 0.2 mol), trimethylamine N-oxide dihydrate (22.3 g, 0.2 mol) and osmium tetroxide (2.5 wt % solution in 2-methyl-2-propanol, 2 □l) in dichloromethane (200 ml) was stirred for 18 h. A further portion of osmium tetroxide (2.5 wt % solution in 2-methyl-2-propanol, ca. 2 □l) was added, water (25 ml) and acetone (50 ml) was added and the reaction mixture was stirred for a further 72 h. Pyridine (0.5 ml) and tetrabutylammonium acetate (0.5 g) wer... Starting materials: ClC1=C(N=CC(=N1)N[C@@H](C(=O)N)CC1=CC=CC=C1)C#N ((R)-2-(6-chloro-5-cyanopyrazin-2-ylamino)-3-phenylpropanamide), NC=1C=C2C=CC=NC2=CC1 (6-aminoquinoline), C(=O)([O-])[O-].[K+].[K+] (K2CO3), C=1C=CC(=CC1)P(C=2C=CC=CC2)C3=CC=C4C=CC=CC4=C3C5=C6C=CC=CC6=CC=C5P(C=7C=CC=CC7)C=8C=CC=CC8 (BINAP). Reagents/catalysts: CC(=O)[O-].CC(=O)[O-].[Pd+2] (Pd(OAc)2). The solvent is O1CCOCC1 (dioxane). Reaction conditions: time 20 hour. The product is C(#N)C=1N=CC(=NC1NC=1C=C2C=CC=NC2=CC1)N[C@@H](C(=O)N)CC1=CC=CC=C1 ((R)-2-(5-cyano-6-(quinolin-6-ylamino)pyrazin-2-ylamino)-3-phenylpropanamide). Yield: 12.1%. As a reaction SMILES: Cl[C:2]1[N:7]=[C:6]([NH:8][C@H:9]([CH2:13][C:14]2[CH:19]=[CH:18][CH:17]=[CH:16][CH:15]=2)[C:10]([NH2:12])=[O:11])[CH:5]=[N:4][C:3]=1[C:20]#[N:21].[NH2:22][C:23]1[CH:24]=[C:25]2[C:30](=[CH:31][CH:32]=1)[N:29]=[CH:28][CH:27]=[CH:26]2.C([O-])([O-])=O.[K+].[K+].C1C=CC(P(C2C(C3C(P(C4C=CC=CC=4)C4C=CC=CC=4)=CC=C4C=3C=CC=C4)=C3C(C=CC=C3)=CC=2)C2C=CC=CC=2)=CC=1>O1CCOCC1.CC([O-])=O.CC([O-])=O.[Pd+2]>[C:20]([C:3]1[N:4]=[CH:5][C:6]([NH:8][C@H:9]([CH2:13][C:14]2[CH:19]=[CH:18][CH:17]=[CH:16][CH:15]=2)[C:10]([NH2:12])=[O:11])=[N:7][C:2]=1[NH:22][C:23]1[CH:24]=[C:25]2[C:30](=[CH:31][CH:32]=1)[N:29]=[CH:28][CH:27]=[CH:26]2)#[N:21] |f:2.3.4,7.8.9|. Procedure: A mixture of (R)-2-(6-chloro-5-cyanopyrazin-2-ylamino)-3-phenylpropanamide (128 mg, 0.424 mmol), 6-aminoquinoline (80 mg, 0.555 mmol), K2CO3 (100 mg, 0.724 mmol), BINAP (30 mg, 0.048 mmol) and Pd(OAc)2 (15 mg, 0.066 mmol) in dioxane (3 mL) was degassed with Ar, then was stirred at 110 C for 20 h. The mixture was concentrated in vacuo. The residue was purified by HPLC to give (R)-2-(5-cyano-6-(quinolin-6-ylamino)pyrazin-2-ylamino)-3-phenylpropanamide (21 mg). Reactants: N([C@@H](CC(OCC1=CC=CC=C1)=O)C(=O)O)C(=O)OC(C)(C)C (BOC-Asp(OBzl)), N[C@@H](C)C(=O)N[C@@H](C)C(=O)N1[C@H](C(=O)NCC)CCC1 (Ala-Ala-Pro-NH-Et), N=C=N (carbodiimide). Product: N([C@@H](CC(O)=O)C(=O)N[C@@H](C)C(=O)N[C@@H](C)C(=O)N1[C@H](C(=O)NCC)CCC1)C(=O)OC(C)(C)C (BOC-Asp-Ala-Ala-Pro-NH-Et). Isolated yield 68.0%. Reaction SMILES: [NH:1]([C:17]([O:19][C:20]([CH3:23])([CH3:22])[CH3:21])=[O:18])[C@H:2]([C:14]([OH:16])=O)[CH2:3][C:4](=[O:13])[O:5]CC1C=CC=CC=1.[NH2:24][C@H:25]([C:27]([NH:29][C@H:30]([C:32]([N:34]1[CH2:43][CH2:42][CH2:41][C@H:35]1[C:36]([NH:38][CH2:39][CH3:40])=[O:37])=[O:33])[CH3:31])=[O:28])[CH3:26].N=C=N>>[NH:1]([C:17]([O:19][C:20]([CH3:21])([CH3:22])[CH3:23])=[O:18])[C@H:2]([C:14]([NH:24][C@H:25]([C:27]([NH:29][C@H:30]([C:32]([N:34]1[CH2:43][CH2:42][CH2:41][C@H:35]1[C:36]([NH:38][CH2:39][CH3:40])=[O:37])=[O:33])[CH3:31])=[O:28])[CH3:26])=[O:16])[CH2:3][C:4](=[O:13])[OH:5]. Reported procedure: Condensation of BOC-Asp(OBzl) with Ala-Ala-Pro-NH-Et is achieved by the carbodiimide method as described in Example 1. Subsequent debenzylation by the procedure in Example 1 gives BOC-Asp-Ala-Ala-Pro-NH-Et in a yield of 68%; Rf =0.75(S)1. Acylation with undecanolylchloride, by the procedure in Example 3, produces the title product, Nα -Undecanoylaspartyl-alanyl-alanyl-proline ethylamide; m.p. 184°-189° C. (from water). Amino acid composition analysis yields; Asp 1.02, Pro 1.04, Ala 1.97. Starting materials: C(C1=CC=CC=C1)O[C@@H]1[C@@]2(CO[C@]([C@@H]([C@H]1OCC1=CC=CC=C1)OCC1=CC=CC=C1)(O2)C2=CC(=C(C=C2)Cl)CC2=C(C(=C(C=C2)OCC)F)F)CO ([(1S,2S,3S,4R,5S)-2,3,4-tribenzyloxy-5-[4-chloro-3-[(4-ethoxy-2,3-difluoro-phenyl)methyl]phenyl]-6,8-dioxabicyclo[3.2.1]octan-1-yl]methanol), ClC1=C(C=CC=C1)Cl (o-dichlorobenzene). Reagents/catalysts: [Pd] (Palladium/carbon). Run in mixed solution. Run at time 3 hour. Yields the product ClC1=C(C=C(C=C1)[C@]12[C@@H]([C@H]([C@@H]([C@](CO1)(O2)CO)O)O)O)CC2=C(C(=C(C=C2)OCC)F)F ((1S,2S,3S,4R,5S)-5-[4-chloro-3-[(4-ethoxy-2,3-difluoro-phenyl)methyl]phenyl]-1-(hydroxymethyl)-6,8-dioxabicyclo[3.2.1]octane-2,3,4-triol). Isolated yield 45.7%. Reaction SMILES: C([O:8][C@H:9]1[C@H:15]([O:16]CC2C=CC=CC=2)[C@@H:14]([O:24]CC2C=CC=CC=2)[C@:13]2([C:33]3[CH:38]=[CH:37][C:36]([Cl:39])=[C:35]([CH2:40][C:41]4[CH:46]=[CH:45][C:44]([O:47][CH2:48][CH3:49])=[C:43]([F:50])[C:42]=4[F:51])[CH:34]=3)[O:32][C@@:10]1([CH2:52][OH:53])[CH2:11][O:12]2)C1C=CC=CC=1.ClC1C=CC=CC=1Cl>[Pd]>[Cl:39][C:36]1[CH:37]=[CH:38][C:33]([C@@:13]23[O:32][C@@:10]([CH2:52][OH:53])([CH2:11][O:12]2)[C@@H:9]([OH:8])[C@H:15]([OH:16])[C@H:14]3[OH:24])=[CH:34][C:35]=1[CH2:40][C:41]1[CH:46]=[CH:45][C:44]([O:47][CH2:48][CH3:49])=[C:43]([F:50])[C:42]=1[F:51]. Procedure details: [(1S,2S,3S,4R,5S)-2,3,4-tribenzyloxy-5-[4-chloro-3-[(4-ethoxy-2,3-difluoro-phenyl)methyl]phenyl]-6,8-dioxabicyclo[3.2.1]octan-1-yl]methanol 3n (550 mg, 0.74 mmol) was dissolved in 20 mL of mixed solution (THF and MeOH, v:v=1:1), followed by addition of o-dichlorobenzene (0.84 mL, 7.4 mmol) and Palladium/carbon (300 mg, 10%). The mixture was exchanged with H2 three times and stirred for 3 hours. Thereafter, the reaction mixture was filtered after a small amount of ethyl acetate was added. The fil... Starting materials: C12C(CC(CC1)C2)CC(=O)O (2-norbornaneacetic acid), C(=O)(N1C=NC=C1)N1C=NC=C1 (1,1'-carbonyldiimidazole), N1=CN=C(C=C1)N1CCC(CC1)CN (1-(4-pyrimidinyl]-4-piperidinemethaneamine). Run in C(Cl)Cl (methylene chloride), C(Cl)Cl (methylene chloride). Reaction conditions: time 18 hour. Product: C12C(CC(CC1)C2)CC(=O)NCC2CCN(CC2)C2=NC=CC=N2 (2-[Bicyclo[2.2.1]heptan-2-yl]N-[[1-(2-pyrimidinyl)-4-piperidinyl]methyl]acetamide). Yield: 78.9%. Reaction SMILES: [CH:1]12[CH2:7][CH:4]([CH2:5][CH2:6]1)[CH2:3][CH:2]2[CH2:8][C:9]([OH:11])=O.C(N1C=CN=C1)([N:14]1[CH:18]=[CH:17]N=C1)=O.N1C=C[C:27]([N:30]2[CH2:35][CH2:34][CH:33]([CH2:36][NH2:37])[CH2:32][CH2:31]2)=[N:26][CH:25]=1>C(Cl)Cl>[CH:1]12[CH2:7][CH:4]([CH2:5][CH2:6]1)[CH2:3][CH:2]2[CH2:8][C:9]([NH:37][CH2:36][CH:33]1[CH2:32][CH2:31][N:30]([C:27]2[N:26]=[CH:25][CH:17]=[CH:18][N:14]=2)[CH2:35][CH2:34]1)=[O:11]. Procedure details: A solution of 2-norbornaneacetic acid (1.54 g, 10 mmole) and 1,1'-carbonyldiimidazole (1.62 g, 10 mmole) in methylene chloride (35 ml) was stirred for 15 min and then 1-(4-pyrimidinyl]-4-piperidinemethaneamine (V; 1.92 g, 10 mmole) was added. After stirring for 18 hrs the solution was diluted with methylene chloride (100 ml) and extracted with water (3×30 ml) and saturated sodium carbonate (30 ml). The methylene chloride layer was dried over magnesium sulfate and concentrated in vacuo to give a ... Reactants: CO, O=C(O)C(CC1CCCC1)n1ncc(O)cc1=O, O=S(Cl)Cl. Product: COC(=O)C(CC1CCCC1)n1ncc(O)cc1=O. Reaction SMILES: [CH3:23][OH:24].[CH:1]1([CH2:6][CH:7]([C:8](=[O:9])[OH:10])[n:11]2[n:12][cH:13][c:14]([OH:18])[cH:15][c:16]2=[O:17])[CH2:2][CH2:3][CH2:4][CH2:5]1.[S:19]([Cl:20])([Cl:21])=[O:22]>>[CH:1]1([CH2:6][CH:7]([C:8]([O:9][CH3:23])=[O:10])[n:11]2[n:12][cH:13][c:14]([OH:18])[cH:15][c:16]2=[O:17])[CH2:2][CH2:3][CH2:4][CH2:5]1. Reactants: CCOc1cc(NC(=O)OC(C)(C)C)c(NC(=O)CC(=O)c2cccc(-c3ccnc(C4CCCC4)c3)c2)cc1C(F)(F)F, ClCCl, O=C(O)C(F)(F)F. Yields the product CCOc1cc2c(cc1C(F)(F)F)NC(=O)CC(c1cccc(-c3ccnc(C4CCCC4)c3)c1)=N2. RXN SMILES: [C:1]([O:2][C:3](=[O:4])[NH:7][c:8]1[c:9]([NH:21][C:22]([CH2:23][C:24](=[O:5])[c:26]2[cH:27][c:28](-[c:32]3[cH:33][c:34]([CH:38]4[CH2:39][CH2:40][CH2:41][CH2:42]4)[n:35][cH:36][cH:37]3)[cH:29][cH:30][cH:31]2)=[O:43])[cH:10][c:11]([C:17]([F:18])([F:19])[F:20])[c:12]([O:14][CH2:15][CH3:16])[cH:13]1)([CH3:6])([CH3:25])[CH3:44].[Cl:52][CH2:53][Cl:54].[F:45][C:46]([F:47])([F:48])[C:49]([OH:50])=[O:51]>>[N:7]1=[C:24]([c:26]2[cH:27][c:28](-[c:32]3[cH:33][c:34]([CH:38]4[CH2:39][CH2:40][CH2:41][CH2:42]4)[n:35][cH:36][cH:37]3)[cH:29][cH:30][cH:31]2)[CH2:23][C:22](=[O:43])[NH:21][c:9]2[c:8]1[cH:13][c:12]([O:14][CH2:15][CH3:16])[c:11]([C:17]([F:18])([F:19])[F:20])[cH:10]2. Reactants: [Cl-].[NH4+] (ammonium chloride), C(C1=CC=CC=C1)N(C)CC(C(C1=CC=CC=C1)C1=CC=CC=C1)=O (3-(N-Benzyl,N-methylamino)-1,1-diphenyl-propan-2-one), C[Mg]I (methyl magnesium iodide). Run in CCOCC (ether), CCOCC (ether), CCOCC (ether). Yields the product C(C1=CC=CC=C1)N(C)CC(C(C1=CC=CC=C1)C1=CC=CC=C1)(O)C (3-(N-benzyl,N-methylamino)-2-methyl-1,1-diphenyl-propan-2-ol). RXN SMILES: [CH2:1]([N:8]([CH2:10][C:11](=[O:25])[CH:12]([C:19]1[CH:24]=[CH:23][CH:22]=[CH:21][CH:20]=1)[C:13]1[CH:18]=[CH:17][CH:16]=[CH:15][CH:14]=1)[CH3:9])[C:2]1[CH:7]=[CH:6][CH:5]=[CH:4][CH:3]=1.[CH3:26][Mg]I.[Cl-].[NH4+]>CCOCC>[CH2:1]([N:8]([CH2:10][C:11]([CH3:26])([OH:25])[CH:12]([C:19]1[CH:24]=[CH:23][CH:22]=[CH:21][CH:20]=1)[C:13]1[CH:14]=[CH:15][CH:16]=[CH:17][CH:18]=1)[CH3:9])[C:2]1[CH:3]=[CH:4][CH:5]=[CH:6][CH:7]=1 |f:2.3|. Procedure: 3-(N-Benzyl,N-methylamino)-1,1-diphenyl-propan-2-one (10 g) in dry ether (250 ml.) was added to a solution of methyl magnesium iodide (from 2.4 g. magnesium and 14 2 g methyl iodide) in dry ether (250 ml.) and the mixture heated at reflux for 2 hours. Saturated ammonium chloride solution as added; isolation through ether in the usual manner gave 3-(N-benzyl,N-methylamino)-2-methyl-1,1-diphenyl-propan-2-ol, purified by chromatography on alumina using progressively graded mixtures of light petrole... The reactants are C(C1=CC=CC=C1)SC1=NC(=CC(=N1)N(S(=O)(=O)C)COCC[Si](C)(C)C)N[C@@H](CO)C (N-(2-(Benzylthio)-6-{[(1R)-2-hydroxy-1-methylethyl]amino}pyrimidin-4-yl)-N-{[2-(trimethylsilyl)ethoxy]methyl}methanesulfonamide), ClC1=CC=CC=C1C(=O)OO (chloroperbenzoic acid), S(=S)(=O)([O-])[O-].[Na+].[Na+] (sodium thiosulphate). The solvent is C(Cl)Cl (DCM). Product: C(C1=CC=CC=C1)S(=O)(=O)C1=NC(=CC(=N1)N(S(=O)(=O)C)COCC[Si](C)(C)C)N[C@@H](CO)C (N-(2-(Benzylsulfonyl)-6{[(1R)-2-hydroxy-1-methylethyl]amino}pyrimidin-4-yl)-N-{[2-(trimethylsilyl)ethoxy]methyl}methanesulfonamide). RXN SMILES: C(S[C:9]1[N:14]=[C:13]([N:15]([CH2:20][O:21][CH2:22][CH2:23][Si:24]([CH3:27])([CH3:26])[CH3:25])[S:16]([CH3:19])(=[O:18])=[O:17])[CH:12]=[C:11]([NH:28][C@H:29]([CH3:32])[CH2:30][OH:31])[N:10]=1)C1C=CC=CC=1.Cl[C:34]1[C:39]([C:40](OO)=O)=[CH:38][CH:37]=[CH:36][CH:35]=1.[S:44]([O-:48])([O-:47])(=O)=S.[Na+].[Na+]>C(Cl)Cl>[CH2:40]([S:44]([C:9]1[N:14]=[C:13]([N:15]([CH2:20][O:21][CH2:22][CH2:23][Si:24]([CH3:26])([CH3:27])[CH3:25])[S:16]([CH3:19])(=[O:17])=[O:18])[CH:12]=[C:11]([NH:28][C@H:29]([CH3:32])[CH2:30][OH:31])[N:10]=1)(=[O:48])=[O:47])[C:39]1[CH:34]=[CH:35][CH:36]=[CH:37][CH:38]=1 |f:2.3.4|. Procedure details: To a solution of the product of step ii) (6.8 g) in DCM (300 ml) was added nm-chloroperbenzoic acid (8 g) at ambient temperature with stirring. After 6 h a concentrated solution of sodium thiosulphate (50 ml) was added and the organic phase collected. The organic phase was then washed with saturated sodium bicarbonate solution (×2) followed by brine. The organic phase was dried (MgSO4) and the solvent evaporated to leave the subtitle compound as a colourless foam. Yield: 7.0 g.